This data is from the Open Reaction Database (ORD), a public repository of structured organic reaction records. The task is: describe an organic reaction: reactants, conditions, products, and yield The reactants are C(C1=CC=CC=C1)OC(=O)NCCCCCC(=O)O (N-benzyloxycarbonyl-6-aminohexanoic acid), C1=CC(=CC=C1[N+](=O)[O-])O (p-nitrophenol), N,N1 -dicyclohexylcarbodiimide. The solvent is C(C)(=O)OCC (ethyl acetate). Yields the product [N+](=O)([O-])C1=CC=C(C=C1)OC(CCCCCNC(=O)OCC1=CC=CC=C1)=O (N-benzyloxycarbonyl-6-aminohexanoic acid p-nitrophenyl ester). Reaction SMILES: [CH2:1]([O:8][C:9]([NH:11][CH2:12][CH2:13][CH2:14][CH2:15][CH2:16][C:17]([OH:19])=[O:18])=[O:10])[C:2]1[CH:7]=[CH:6][CH:5]=[CH:4][CH:3]=1.[CH:20]1[C:25]([N+:26]([O-:28])=[O:27])=[CH:24][CH:23]=[C:22](O)[CH:21]=1>C(OCC)(=O)C>[N+:26]([C:25]1[CH:20]=[CH:21][C:22]([O:18][C:17](=[O:19])[CH2:16][CH2:15][CH2:14][CH2:13][CH2:12][NH:11][C:9]([O:8][CH2:1][C:2]2[CH:3]=[CH:4][CH:5]=[CH:6][CH:7]=2)=[O:10])=[CH:23][CH:24]=1)([O-:28])=[O:27]. Procedure details: Note: N-benzyloxycarbonyl-6-aminohexanoic acid p-nitrophenyl ester was synthesized by standard techniques from N-benzyloxycarbonyl-6-aminohexanoic acid (Sigma Chemical Company), p-nitrophenol (Aldrich Chemical Company), and N,N1 -dicyclohexylcarbodiimide (Aldrich Chemical Company) in ethyl acetate solution.